This data is from the Open Reaction Database (ORD), a public repository of structured organic reaction records. The task is: describe an organic reaction: reactants, conditions, products, and yield The reactants are C(\C=C\CCCCCC)(=O)C1=CNC2=CC=CC=C12 ((E)-3-(2-nonenoyl) indole), BrCCCC(=O)[O-] (4-bromobutyrate), C(CCCCCC)(=O)C1=CNC2=CC=CC=C12 (3-heptanoylindole), BrCCCC(=O)OCC1=CC=C(C=C1)OC (4-methoxybenzyl 4-bromobutyrate). Product: C(\C=C\CCCCCC)(=O)C1=CN(C2=CC=CC=C12)CCCC(=O)OCC1=CC=C(C=C1)OC ((E)-4-methoxybenzyl 4-[3-(2-nonenoyl)-1-indolyl]butyrate). Reaction SMILES: [C:1]([C:11]1[C:19]2[C:14](=[CH:15][CH:16]=[CH:17][CH:18]=2)[NH:13][CH:12]=1)(=[O:10])/[CH:2]=[CH:3]/[CH2:4][CH2:5][CH2:6][CH2:7][CH2:8][CH3:9].C(C1C2C(=CC=CC=2)NC=1)(=O)CCCCCC.Br[CH2:38][CH2:39][CH2:40][C:41]([O:43][CH2:44][C:45]1[CH:50]=[CH:49][C:48]([O:51][CH3:52])=[CH:47][CH:46]=1)=[O:42].BrCCCC([O-])=O>>[C:1]([C:11]1[C:19]2[C:14](=[CH:15][CH:16]=[CH:17][CH:18]=2)[N:13]([CH2:38][CH2:39][CH2:40][C:41]([O:43][CH2:44][C:45]2[CH:50]=[CH:49][C:48]([O:51][CH3:52])=[CH:47][CH:46]=2)=[O:42])[CH:12]=1)(=[O:10])/[CH:2]=[CH:3]/[CH2:4][CH2:5][CH2:6][CH2:7][CH2:8][CH3:9]. Procedure: The procedure of Ex. 1 was repeated except that (E)-3-(2-nonenoyl) indole obtained in Pre. Ex. 22 was used in place of 3-heptanoylindole, and 4-methoxybenzyl 4-bromobutyrate obtained in Step 5 of Pre. Ex. 19 was used in place of 4-bromobutyrate to give (E)-4-methoxybenzyl 4-[3-(2-nonenoyl)-1-indolyl]butyrate as an oil.